This data is from the Open Reaction Database (ORD), a public repository of structured organic reaction records. The task is: describe an organic reaction: reactants, conditions, products, and yield Reactants: C(C)(C)[C@@](C#N)(CCCN(CCC1=CC=CC=C1)C)C1=CC=CC=C1 ((S)-2-isopropyl-5-(methylphenethylamino)-2-phenylvaleronitrile), ClC(=O)OC=C (vinyl chloroformate). Run in ClCCl (dichloromethane), ClCCl (dichloromethane). The product is C(C)(C)[C@@](C#N)(CCCNCCC1=CC=CC=C1)C1=CC=CC=C1 ((S)-2-Isopropyl-5-phenethylamino-2-phenylvaleronitrile). As a reaction SMILES: [CH:1]([C@:4]([C:20]1[CH:25]=[CH:24][CH:23]=[CH:22][CH:21]=1)([CH2:7][CH2:8][CH2:9][N:10](C)[CH2:11][CH2:12][C:13]1[CH:18]=[CH:17][CH:16]=[CH:15][CH:14]=1)[C:5]#[N:6])([CH3:3])[CH3:2].ClC(OC=C)=O>ClCCl>[CH:1]([C@:4]([C:20]1[CH:21]=[CH:22][CH:23]=[CH:24][CH:25]=1)([CH2:7][CH2:8][CH2:9][NH:10][CH2:11][CH2:12][C:13]1[CH:14]=[CH:15][CH:16]=[CH:17][CH:18]=1)[C:5]#[N:6])([CH3:3])[CH3:2]. Procedure: A solution of 17 g (50 mmol) of (S)-2-isopropyl-5-(methylphenethylamino)-2-phenylvaleronitrile in 50 ml of dichloromethane was added dropwise, at 0° C., to a solution of 6 ml (66 mmol) of vinyl chloroformate in 30 ml of dichloromethane. The temperature was then allowed to increase to room temperature, and the mixture was heated for 1 hour at 80° C. Reactants: C(C)(C)C1=CC=C(C=C1)C(=S)NNC1=CC=C(C(=O)OC)C=C1 (Methyl 4-{2-[(4-isopropylphenyl)carbonothioyl]hydrazino}benzoate), C(=O)(N1C=NC=C1)N1C=NC=C1 (carbonyldiimidazole), ethyl acetate-hexanes. Run in ClC(C)Cl (dichloroethane). Product: C(C)(C)C1=CC=C(C=C1)C1=NN(C(S1)=O)C1=CC=C(C(=O)OC)C=C1 (methyl 4-[5-(4-isopropylphenyl)-2-oxo-1,3,4-thiadiazol-3(2H)-yl]benzoate). Isolated yield 74.1%. As a reaction SMILES: [CH:1]([C:4]1[CH:9]=[CH:8][C:7]([C:10]([NH:12][NH:13][C:14]2[CH:23]=[CH:22][C:17]([C:18]([O:20][CH3:21])=[O:19])=[CH:16][CH:15]=2)=[S:11])=[CH:6][CH:5]=1)([CH3:3])[CH3:2].[C:24](N1C=CN=C1)(N1C=CN=C1)=[O:25]>ClC(Cl)C>[CH:1]([C:4]1[CH:5]=[CH:6][C:7]([C:10]2[S:11][C:24](=[O:25])[N:13]([C:14]3[CH:15]=[CH:16][C:17]([C:18]([O:20][CH3:21])=[O:19])=[CH:22][CH:23]=3)[N:12]=2)=[CH:8][CH:9]=1)([CH3:3])[CH3:2]. Procedure details: Methyl 4-{2-[(4-isopropylphenyl)carbonothioyl]hydrazino}benzoate (0.26 g, 0.8 mmol) and carbonyldiimidazole (0.19 g, 1.2 mmol) are stirred at 80° C. in dichloroethane (20 mL) overnight, and the mixture is subjected to chromatography directly (silica gel, 4:1 ethyl acetate-hexanes) to provide methyl 4-[5-(4-isopropylphenyl)-2-oxo-1,3,4-thiadiazol-3(2H)-yl]benzoate (0.21 g, 75%). MS (ES+): m/e 355. The reactants are C1=CN(C(=O)N=C1N)C[C@@H](CO)OCP(=O)(O)O ((S)-HPMPC), C1[C@@H](O1)CO ((S)-glycidol), C(C1=CC=CC=C1)(=O)NC1=NC(NC=C1)=O (N4 -benzoylcytosine). The product is title compound, C1=CN(C(=O)N=C1N)C[C@H](CO)OCP(=O)(O)O ((R)-HPMPC). RXN SMILES: C1O[C@H]1CO.C(NC1C=CNC(=O)N=1)(=O)C1C=CC=CC=1.[CH:22]1[C:28]([NH2:29])=[N:27][C:25](=[O:26])[N:24]([CH2:30][C@H:31]([O:34][CH2:35][P:36]([OH:39])([OH:38])=[O:37])[CH2:32][OH:33])[CH:23]=1>>[CH:22]1[C:28]([NH2:29])=[N:27][C:25](=[O:26])[N:24]([CH2:30][C@@H:31]([O:34][CH2:35][P:36]([OH:39])([OH:38])=[O:37])[CH2:32][OH:33])[CH:23]=1. Procedure details: The title compound (R)-HPMPC was prepared from (S)-glycidol (88% ee) and N4 -benzoylcytosine, following the method described for (S)-HPMPC. Starting materials: C1CCNCC1, Cc1cccc(-c2nc(CCOc3ccc(C=CC=O)cc3)c(C)o2)c1, CCO, Cl, O=C1COC(=O)N1, O. The product is Cc1cccc(-c2nc(CCOc3ccc(C=CC=C4OC(=O)NC4=O)cc3)c(C)o2)c1. RXN SMILES: [CH2:34]1[CH2:35][CH2:36][NH:37][CH2:38][CH2:39]1.[CH3:1][c:2]1[c:3]([CH2:14][CH2:15][O:16][c:17]2[cH:18][cH:19][c:20]([CH:21]=[CH:22][CH:23]=[O:24])[cH:25][cH:26]2)[n:4][c:5](-[c:7]2[cH:8][c:9]([CH3:13])[cH:10][cH:11][cH:12]2)[o:6]1.[CH3:42][CH2:43][OH:44].[ClH:40].[O:27]1[C:28](=[O:33])[NH:29][C:30](=[O:32])[CH2:31]1.[OH2:41]>>[CH3:1][c:2]1[c:3]([CH2:14][CH2:15][O:16][c:17]2[cH:18][cH:19][c:20]([CH:21]=[CH:22][CH:23]=[C:31]3[O:27][C:28](=[O:33])[NH:29][C:30]3=[O:32])[cH:25][cH:26]2)[n:4][c:5](-[c:7]2[cH:8][c:9]([CH3:13])[cH:10][cH:11][cH:12]2)[o:6]1. The reactants are ClC(=O)N1CCN(CC1)C (1-chlorocarbonyl-4-methylpiperazine), C (charcoal), OC1C2=C(C(N1C1=NC3=NC=CC=C3C=C1)=O)SCCS2 (5-Hydroxy-6-(1,8-naphthyridin-2-yl)-7-oxo-2,3,6,7-tetrahydro-1,4-dithiino[2,3-c]pyrrole), [H-].[Na+] (sodium hydride). Solvent: C(C)#N (acetonitrile), CN(C=O)C (dimethylformamide), ice water, CN(C=O)C (dimethylformamide). Reaction conditions: temperature 0 celsius, time 24 hour. The product is CN1CCN(CC1)C(=O)OC1C2=C(C(N1C1=NC3=NC=CC=C3C=C1)=O)SCCS2 (5-(4-Methylpiperazin-1-yl)carbonyloxy-6-(1,8-naphthyridin-2-yl)-7-oxo-2,3,6,7-tetrahydro-1,4-dithiino[2,3-c]pyrrole). Isolated yield 49.1%. RXN SMILES: [OH:1][CH:2]1[N:6]([C:7]2[CH:16]=[CH:15][C:14]3[C:9](=[N:10][CH:11]=[CH:12][CH:13]=3)[N:8]=2)[C:5](=[O:17])[C:4]2[S:18][CH2:19][CH2:20][S:21][C:3]1=2.[H-].[Na+].Cl[C:25]([N:27]1[CH2:32][CH2:31][N:30]([CH3:33])[CH2:29][CH2:28]1)=[O:26].C>CN(C)C=O.C(#N)C>[CH3:33][N:30]1[CH2:31][CH2:32][N:27]([C:25]([O:17][CH:5]2[N:6]([C:7]3[CH:16]=[CH:15][C:14]4[C:9](=[N:10][CH:11]=[CH:12][CH:13]=4)[N:8]=3)[C:2](=[O:1])[C:3]3[S:21][CH2:20][CH2:19][S:18][C:4]2=3)=[O:26])[CH2:28][CH2:29]1 |f:1.2|. Procedure: 5-Hydroxy-6-(1,8-naphthyridin-2-yl)-7-oxo-2,3,6,7-tetrahydro-1,4-dithiino[2,3-c]pyrrole (8.45 g.) is added, at 0° C, to a suspension of sodium hydride (0.8 g.) in anhydrous dimethylformamide (125 cc.). The reaction mixture is stirred for half an hour at 0° C, and 1-chlorocarbonyl-4-methylpiperazine (8.45 g.) dissolved in anhydrous dimethylformamide (50 cc.) is then added. After stirring for 21/2 hours at 5° C., the reaction mixture is diluted with ice-water (500 cc.). The precipitate which has a... Reactants: O=C1CCC(=O)N1Cl, ClCCl, O=C(O)C1CCCN1, O=CCC1(c2ccc3ncccc3c2)CC1. Product: O=CC(Cl)C1(c2ccc3ncccc3c2)CC1. Reaction SMILES: [Cl:25][N:26]1[C:27](=[O:28])[CH2:29][CH2:30][C:31]1=[O:32].[Cl:33][CH2:34][Cl:35].[OH:17][C:18]([CH:19]1[NH:20][CH2:21][CH2:22][CH2:23]1)=[O:24].[n:1]1[cH:2][cH:3][cH:4][c:5]2[cH:6][c:7]([C:11]3([CH2:14][CH:15]=[O:16])[CH2:12][CH2:13]3)[cH:8][cH:9][c:10]12>>[n:1]1[cH:2][cH:3][cH:4][c:5]2[cH:6][c:7]([C:11]3([CH:14]([CH:15]=[O:16])[Cl:25])[CH2:12][CH2:13]3)[cH:8][cH:9][c:10]12. The product is OCCCOC1=CC=C(C=C1)C(C(=O)O)C (2-[4-(3-hydroxypropoxy)phenyl]propionic acid). The solvent is CC(=O)C (acetone). As a reaction SMILES: [OH:1][C:2]1[CH:7]=[CH:6][C:5]([CH:8]([CH3:14])[C:9]([O:11]CC)=[O:10])=[CH:4][CH:3]=1.Cl[CH2:16][CH2:17][CH2:18][OH:19].C(=O)([O-])[O-].[K+].[K+]>CC(C)=O>[OH:19][CH2:18][CH2:17][CH2:16][O:1][C:2]1[CH:3]=[CH:4][C:5]([CH:8]([CH3:14])[C:9]([OH:11])=[O:10])=[CH:6][CH:7]=1 |f:2.3.4|. Procedure: Ethyl 2-[4-hydroxyphenyl]propionate [20 mmole] was combined with 3-chloropropanol [22 mmole] and potassium carbonate [24 mmole] in acetone [100 ml], then refluxed for 18 hours. After removal of the acetone under reduced pressure, the reaction mixture was extracted with 1N sodium hydroxide solution to remove acidic components. These were chromatographed on silica gel/toluene to isolate the product, 2-[4-(3-hydroxypropoxy)phenyl]propionic acid, as an amorphous solid. Mass spectral, proton nuclear ... The reactants are OC1=CC=C(C=C1)C(C(=O)OCC)C (Ethyl 2-[4-hydroxyphenyl]propionate), ClCCCO (3-chloropropanol), C([O-])([O-])=O.[K+].[K+] (potassium carbonate). RXN SMILES: [Cl:1][C:2]1[CH:3]=[C:4]([CH2:9][CH2:10][CH2:11]O)[CH:5]=[CH:6][C:7]=1[Cl:8].CS(Cl)(=O)=O.Cl.[C-:19]#[N:20].[K+]>N1C=CC=CC=1.O>[Cl:1][C:2]1[CH:3]=[C:4]([CH2:9][CH2:10][CH2:11][C:19]#[N:20])[CH:5]=[CH:6][C:7]=1[Cl:8] |f:3.4|. Procedure: Intermediate 17A (2.0 g, 9.8 mmol) was dissolved in pyridine (20 mL) and treated with methane sulfonyl chloride (0.84 mL, 10 mmol) drop wise while maintaining the temperature below 20° C. The reaction mixture was stirred at rt for 3 h and added to concentrated HCl (10 mL) in crushed ice. The layers were separated and the aqueous layer was extracted with ethyl acetate twice. The combined organic layers were washed with saturated NaHCO3 twice and brine and the organic portion dried over Na2SO4, fi... Yields the product ClC=1C=C(C=CC1Cl)CCCC#N (4-(3,4-Dichlorophenyl)butanenitrile). Run in N1=CC=CC=C1 (pyridine), O (water). The yield is 253.1%. Run at time 3 hour. The reactants are CS(=O)(=O)Cl (methane sulfonyl chloride), [C-]#N.[K+] (potassium cyanide), ClC=1C=C(C=CC1Cl)CCCO (3-(3,4-dichlorophenyl)propan-1-ol), Cl (HCl). Starting materials: CC1(CC(CCC1)=C(C(=O)OCC)C)C (ethyl 2-(3,3-dimethylcyclohexylidene)propionate), BrBr (Br2), ice, C(I)I (CH2I2), C(I)I (CH2I2). Reagents/catalysts: [Zn] (Zn), CC(=O)[O-].[Ag+] (AgOAc). Solvent: CCCCCC (hexane), N#N (N2), CC(=O)O (AcOH). Yields the product C(C)OC(=O)C1(CC12CC(CCC2)(C)C)C (1,5,5-trimethylspiro[2.5]octane-1-carboxylic acid ethyl ester). The yield is 83.5%. As a reaction SMILES: [CH3:1][C:2]1([CH3:15])[CH2:7][CH2:6][CH2:5][C:4](=[C:8]([CH3:14])[C:9]([O:11][CH2:12][CH3:13])=[O:10])[CH2:3]1.[CH2:16](I)I.BrBr>N#N.CC(O)=O.CCCCCC.CC([O-])=O.[Ag+].[Zn]>[CH2:12]([O:11][C:9]([C:8]1([CH3:16])[C:4]2([CH2:5][CH2:6][CH2:7][C:2]([CH3:15])([CH3:1])[CH2:3]2)[CH2:14]1)=[O:10])[CH3:13] |f:6.7|. Procedure: In N2 atmosphere, AgOAc (120 mg, 0.719 mmol) was dissolved in AcOH (125 ml). At reflux, Zn powder (20.2 g, 309 mmol) was added with stirring, and after additional 10 min. stirring at reflux temperature the heating source was removed. The supernatant was decanted, and the residue washed with AcOH (100 ml) and Et2O (5×100 ml). The insoluble material was then suspended in Et2O (250 ml), and a catalytic amount of Ag wool was added under N2. To this suspension was added at room temperature with vigor...